This data is from the Open Reaction Database (ORD), a public repository of structured organic reaction records. The task is: describe an organic reaction: reactants, conditions, products, and yield The reactants are BrCc1ccccc1, O=C([O-])O, C1CCOC1, CC1CNCC(C)N1, [Na+]. Product: CC1CN(Cc2ccccc2)CC(C)N1. As a reaction SMILES: [Br:14][CH2:15][c:16]1[cH:17][cH:18][cH:19][cH:20][cH:21]1.[C:9](=[O:10])([OH:11])[O-:12].[CH2:22]1[O:23][CH2:24][CH2:25][CH2:26]1.[CH3:1][CH:2]1[NH:3][CH:4]([CH3:8])[CH2:5][NH:6][CH2:7]1.[Na+:13]>>[CH3:1][CH:2]1[NH:3][CH:4]([CH3:8])[CH2:5][N:6]([CH2:15][c:16]2[cH:17][cH:18][cH:19][cH:20][cH:21]2)[CH2:7]1. The reactants are FC(CCCCCCC1(CC=C(C=C1)C(=O)[O-])C1=CC=C(C=C1)O)(F)F (1-trifluoroheptyl-4'-hydroxybiphenyl-4-carboxylate), C1=C(C=CC2=CC(=CC=C12)C(=O)Cl)C(=O)Cl (2,6-naphthalene-dicarboxylic acid dichloride). Solvent: C(C)N(CC)CC (triethyl amine). Product: C1=C(C=CC2=CC=CC=C12)C(=O)Cl (naphthalene-2-carboxylic acid chloride). RXN SMILES: FC(F)(F)CCCCCCC1(C2C=CC(O)=CC=2)C=CC(C([O-])=O)=CC1.[CH:27]1[C:36]2[C:31](=[CH:32][C:33]([C:37]([Cl:39])=[O:38])=[CH:34][CH:35]=2)[CH:30]=[CH:29][C:28]=1C(Cl)=O>C(N(CC)CC)C>[CH:32]1[C:31]2[C:36](=[CH:27][CH:28]=[CH:29][CH:30]=2)[CH:35]=[CH:34][C:33]=1[C:37]([Cl:39])=[O:38]. Reported procedure: The compound (III) is reacted with 2,6-naphthalene-dicarboxylic acid dichloride in the presence of triethyl amine to obtain 6-[3-trifluoromethylheptyloxycarbonyl)-biphenyl-4-oxycarbonyl]-naphthalene-2-carboxylic acid chloride (IV). The reactants are C1CCOC1, O=S(=O)(Cl)Cc1cccc(I)c1, N. Product: NS(=O)(=O)Cc1cccc(I)c1. RXN SMILES: [CH2:14]1[O:15][CH2:16][CH2:17][CH2:18]1.[I:1][c:2]1[cH:3][c:4]([CH2:8][S:9](=[O:10])(=[O:11])[Cl:12])[cH:5][cH:6][cH:7]1.[NH3:13]>>[I:1][c:2]1[cH:3][c:4]([CH2:8][S:9](=[O:10])(=[O:11])[NH2:13])[cH:5][cH:6][cH:7]1. Reaction SMILES: [OH-].[Na+].[CH3:3][CH:4]([CH3:49])[CH2:5][N:6]1[C:18]2[CH:17]=[CH:16][C:15]([C:19]3[CH:20]=[CH:21][C:22]4[NH:23][C:24]5[C:29]([C:30]=4[CH:31]=3)=[CH:28][C:27]([C:32]3[CH:33]=[CH:34][C:35]4[N:36]([CH2:45][CH:46]([CH3:48])[CH3:47])[C:37]6[C:42]([C:43]=4[CH:44]=3)=[CH:41][CH:40]=[CH:39][CH:38]=6)=[CH:26][CH:25]=5)=[CH:14][C:13]=2[C:12]2[C:7]1=[CH:8][CH:9]=[CH:10][CH:11]=2.[CH2:50](Br)[CH:51]=[CH2:52]>CS(C)=O>[CH3:3][CH:4]([CH3:49])[CH2:5][N:6]1[C:18]2[CH:17]=[CH:16][C:15]([C:19]3[CH:20]=[CH:21][C:22]4[N:23]([CH2:52][CH:51]=[CH2:50])[C:24]5[C:29]([C:30]=4[CH:31]=3)=[CH:28][C:27]([C:32]3[CH:33]=[CH:34][C:35]4[N:36]([CH2:45][CH:46]([CH3:48])[CH3:47])[C:37]6[C:42]([C:43]=4[CH:44]=3)=[CH:41][CH:40]=[CH:39][CH:38]=6)=[CH:26][CH:25]=5)=[CH:14][C:13]=2[C:12]2[C:7]1=[CH:8][CH:9]=[CH:10][CH:11]=2 |f:0.1|. Yield: 50.1%. Run at time 3 hour. Yields the product CC(CN1C2=CC=CC=C2C=2C=C(C=CC12)C=1C=CC=2N(C3=CC=C(C=C3C2C1)C=1C=CC=2N(C3=CC=CC=C3C2C1)CC(C)C)CC=C)C (3,6-bis(9-(2-methylpropyl)carbazol-3-yl)-9-allylcarbazole). Reactants: [OH-].[Na+] (NaOH), CC(CN1C2=CC=CC=C2C=2C=C(C=CC12)C=1C=CC=2NC3=CC=C(C=C3C2C1)C=1C=CC=2N(C3=CC=CC=C3C2C1)CC(C)C)C (3,6-bis(9-(2-methylpropyl)carbazol-3-yl)carbazole), C(C=C)Br (allylbromide). Procedure details: A mixture of NaOH (0.1 g, 2.58 mmol) and 7 (0.26 g, 0.43 mmol) in DMSO (20 ml) was stirred at room temperature for 10 minutes before allylbromide (0.26 g, 2.13 mmol) was added in one portion. The mixture was stirred for another 3 hours before quenching with water followed by extraction with methylene chloride. The organic extracts were combined, washed with water and dried over MgSO4. Upon evaporating off the solvent, the crude product was purified by column chromatography on silica gel using he... Run in CS(=O)C (DMSO). The product is CN1C2CC(CC1CC2)NC(=O)C2=NC1=C(N2)C=CC=C1 (1H-Benzoimidazole-2-carboxylic acid (8-methyl-8-aza-bicyclo[3.2.1]oct-3-yl)-amide). Reaction SMILES: Cl[C:2](Cl)(Cl)[C:3]1[NH:7][C:6]2[CH:8]=[CH:9][CH:10]=[CH:11][C:5]=2[N:4]=1.Cl.Cl.[CH3:16][N:17]1[CH:22]2[CH2:23][CH2:24][CH:18]1[CH2:19][CH:20]([NH2:25])[CH2:21]2.[O:26]1CCCC1>>[CH3:16][N:17]1[CH:22]2[CH2:23][CH2:24][CH:18]1[CH2:19][CH:20]([NH:25][C:2]([C:3]1[NH:7][C:6]3[CH:8]=[CH:9][CH:10]=[CH:11][C:5]=3[N:4]=1)=[O:26])[CH2:21]2 |f:1.2.3|. Isolated yield 10.0%. The reactants are ClC(C1=NC2=C(N1)C=CC=C2)(Cl)Cl (2-trichloromethyl-1H-benzoimidazole), Cl.Cl.CN1C2CC(CC1CC2)N (8-methyl-8-azabicyclo[3.2.1]oct-3-ylamine dihydrochloride), O1CCCC1 (tetrahydrofuran). Procedure details: The reaction was carried out as described in General Procedure 2 using 2-trichloromethyl-1H-benzoimidazole (Example 1, 100 mg, 0.42 mmol) and 8-methyl-8-azabicyclo[3.2.1]oct-3-ylamine dihydrochloride (172 mg, 0.84 mmol) in tetrahydrofuran (THF, 3 mL). Purification afforded 10 mg (10%) of the title compound. MS (ESI): mass calculated for C16H20N4O, 284.16; m/z found, 285.2 [M+H]+. 1H NMR (400 MHz, CDCl3): 11.70 (br s, 1H), 8.10 (d, J=8.0 Hz, 1H), 7.76 (br s, 1H), 7.43 (br s, 1H), 7.35-7.33 (m, 2H... Starting materials: [Cl-].C[Al+]C (dimethylaluminum chloride), CC=1C=CC(=NC1)N (5-methyl-2-aminopyridine), COC(=O)C1=CC(=C2CCC(OC2=C1)(C)C)OCC1=C(C=CC=C1)Cl (5-(2-chloro-benzyloxy)-2,2-dimethyl-chroman-7-carboxylic acid methyl ester), COC(=O)C=1C=2CCC(OC2C=C(C1)OCC1=C(C=CC=C1)Cl)(C)C (7-(2-chloro-benzyloxy)-2,2-dimethyl-chroman-5-carboxylic acid methyl ester). Product: CC=1C=CC(=NC1)NC(=O)C1=CC(=C2CCC(OC2=C1)(C)C)OCC1=C(C=CC=C1)Cl (5-(2-chloro-benzyloxy)-2,2-dimethyl-chroman-7-carboxylic acid (5-methyl-pyridin-2-yl)-amide), CC=1C=CC(=NC1)NC(=O)C=1C=2CCC(OC2C=C(C1)OCC1=C(C=CC=C1)Cl)(C)C (7-(2-chloro-benzyloxy)-2,2-dimethyl-chroman-5-carboxylic acid (5-methyl-pyridin-2-yl)-amide). The yield is 23.0%. RXN SMILES: [Cl-].C[Al+]C.[CH3:5][C:6]1[CH:7]=[CH:8][C:9]([NH2:12])=[N:10][CH:11]=1.C[O:14][C:15]([C:17]1[CH:26]=[C:25]2[C:20]([CH2:21][CH2:22][C:23]([CH3:28])([CH3:27])[O:24]2)=[C:19]([O:29][CH2:30][C:31]2[CH:36]=[CH:35][CH:34]=[CH:33][C:32]=2[Cl:37])[CH:18]=1)=O.C[O:39][C:40]([C:42]1[C:43]2[CH2:44][CH2:45][C:46]([CH3:62])([CH3:61])[O:47][C:48]=2[CH:49]=[C:50]([O:52][CH2:53][C:54]2[CH:59]=[CH:58][CH:57]=[CH:56][C:55]=2[Cl:60])[CH:51]=1)=O>>[CH3:5][C:6]1[CH:7]=[CH:8][C:9]([NH:12][C:15]([C:17]2[CH:26]=[C:25]3[C:20]([CH2:21][CH2:22][C:23]([CH3:28])([CH3:27])[O:24]3)=[C:19]([O:29][CH2:30][C:31]3[CH:36]=[CH:35][CH:34]=[CH:33][C:32]=3[Cl:37])[CH:18]=2)=[O:14])=[N:10][CH:11]=1.[CH3:5][C:6]1[CH:7]=[CH:8][C:9]([NH:12][C:40]([C:42]2[C:43]3[CH2:44][CH2:45][C:46]([CH3:62])([CH3:61])[O:47][C:48]=3[CH:49]=[C:50]([O:52][CH2:53][C:54]3[CH:59]=[CH:58][CH:57]=[CH:56][C:55]=3[Cl:60])[CH:51]=2)=[O:39])=[N:10][CH:11]=1 |f:0.1|. Procedure: The title compound was prepared in a similar manner as described for Example 1, from dimethylaluminum chloride (1.0 M in hexanes, 2.9 mL, 2.9 mmol), 5-methyl-2-aminopyridine (314 mg, 2.9 mmol), and a mixture of 5-(2-chloro-benzyloxy)-2,2-dimethyl-chroman-7-carboxylic acid methyl ester and 7-(2-chloro-benzyloxy)-2,2-dimethyl-chroman-5-carboxylic acid methyl ester (374c) (crude 104 mg). Purification by reverse phase chromatography gave 5-(2-chloro-benzyloxy)-2,2-dimethyl-chroman-7-carboxylic acid ... The reactants are C1(=CC=CC=C1)C#C (phenylacetylene), BrC=1C=NC=CC1 (3-bromopyridine), C(C)(C)NC(=O)C1=CN(C2=NC=CC=C2C1=O)C1=CC(=CC=C1)Br (N-isopropyl-1-(3-bromophenyl)-1,4-dihydro[1,8]naphthyridin-4-one-3-carboxamide). The product is C(C)(C)NC(=O)C1=CN(C2=NC=CC=C2C1=O)C1=CC(=CC=C1)C#CC=1C=NC=CC1 (N-Isopropyl-1-[3-(3-pyridinylethynyl)phenyl]-1,4-dihydro[1,8]naphthyridin-4-one-3-carboxamide). RXN SMILES: [C:1]1([C:7]#[CH:8])[CH:6]=[CH:5][CH:4]=[CH:3][CH:2]=1.Br[C:10]1[CH:11]=[N:12][CH:13]=[CH:14][CH:15]=1.[CH:16]([NH:19][C:20]([C:22]1[C:31](=[O:32])[C:30]2[C:25](=[N:26][CH:27]=[CH:28][CH:29]=2)[N:24](C2C=CC=C(Br)C=2)[CH:23]=1)=[O:21])([CH3:18])[CH3:17]>>[CH:16]([NH:19][C:20]([C:22]1[C:31](=[O:32])[C:30]2[C:25](=[N:26][CH:27]=[CH:28][CH:29]=2)[N:24]([C:3]2[CH:4]=[CH:5][CH:6]=[C:1]([C:7]#[C:8][C:10]3[CH:11]=[N:12][CH:13]=[CH:14][CH:15]=3)[CH:2]=2)[CH:23]=1)=[O:21])([CH3:17])[CH3:18]. Procedure details: Following the procedure of Step 5 of EXAMPLE 1, but substituting N-isopropyl-1-(3-ethynylphenyl)-1,4-dihydro[1,8]naphthyridin-4-one-3-carboxamide from EXAMPLE 5 for phenylacetylene and 3-bromopyridine for N-isopropyl-1-(3-bromophenyl)-1,4-dihydro[1,8]naphthyridin-4-one-3-carboxamide, the title compound was obtained as a light brown solid.